This data is from the Open Reaction Database (ORD), a public repository of structured organic reaction records. The task is: describe an organic reaction: reactants, conditions, products, and yield Reactants: NC1CCN(CC1)CCC1=CNC2=CC=CC=C12 (4-Amino-1-[2-(indol-3-yl)ethyl]piperidine), C(CC=1C(C(=O)O)=CC=CC1)(=O)O (homophthalic acid), CO (methanol). The solvent is C(C)O (ethanol). Product: N1C=C(C2=CC=CC=C12)CCN1CCC(CC1)N1C(C2=CC=CC=C2CC1=O)=O (2-[1-(2-[Indol-3-yl]ethyl)piperid-4-yl]-1,3-(2H,4H)-isoquinolinedione). RXN SMILES: [NH2:1][CH:2]1[CH2:7][CH2:6][N:5]([CH2:8][CH2:9][C:10]2[C:18]3[C:13](=[CH:14][CH:15]=[CH:16][CH:17]=3)[NH:12][CH:11]=2)[CH2:4][CH2:3]1.[C:19](O)(=[O:30])[CH2:20][C:21]1[C:22](=[CH:26][CH:27]=[CH:28][CH:29]=1)[C:23](O)=[O:24].CO>C(O)C>[NH:12]1[C:13]2[C:18](=[CH:17][CH:16]=[CH:15][CH:14]=2)[C:10]([CH2:9][CH2:8][N:5]2[CH2:6][CH2:7][CH:2]([N:1]3[C:19](=[O:30])[CH2:20][C:21]4[C:22](=[CH:26][CH:27]=[CH:28][CH:29]=4)[C:23]3=[O:24])[CH2:3][CH2:4]2)=[CH:11]1. Procedure: 4-Amino-1-[2-(indol-3-yl)ethyl]piperidine (2.43 g, 0.01 mol) and homophthalic acid (1.80 g, 0.01 mol) were heated at 160° (external temperature) for 3 hours then cooled to room temperature, giving a glass. This was dissolved in refluxing methanol and a small quantity of ethanol then cooled at 5° C. overnight. The title compound was deposited as a tacky solid which was collected and dried (0.82 g, 21.2%). The hydrochloride was formed by treatment of the base overnight with ethereal HCl, m.p. 186°... Reactants: O=C([O-])[O-], CCN(CC)CCCl, Cl, [K+], [K+], CN(C)C=O, O, Cc1c(O)cccc1N1CCN(C(=O)OC(C)(C)C)CC1. The product is CCN(CC)CCOc1cccc(N2CCN(C(=O)OC(C)(C)C)CC2)c1C. As a reaction SMILES: [C:22](=[O:23])([O-:24])[O-:25].[CH2:29]([CH3:30])[N:31]([CH2:32][CH2:33][Cl:34])[CH2:35][CH3:36].[ClH:28].[K+:26].[K+:27].[O:38]=[CH:39][N:40]([CH3:41])[CH3:42].[OH2:37].[OH:1][c:2]1[c:3]([CH3:21])[c:4]([N:8]2[CH2:9][CH2:10][N:11]([C:14](=[O:15])[O:16][C:17]([CH3:18])([CH3:19])[CH3:20])[CH2:12][CH2:13]2)[cH:5][cH:6][cH:7]1>>[O:1]([c:2]1[c:3]([CH3:21])[c:4]([N:8]2[CH2:9][CH2:10][N:11]([C:14](=[O:15])[O:16][C:17]([CH3:18])([CH3:19])[CH3:20])[CH2:12][CH2:13]2)[cH:5][cH:6][cH:7]1)[CH2:33][CH2:32][N:31]([CH2:29][CH3:30])[CH2:35][CH3:36]. Starting materials: O=C([O-])[O-], CC(=O)OCCBr, COC(=O)c1cc(F)c(O)c(Br)c1, [K+], [K+], CN(C)C=O. The product is COC(=O)c1cc(F)c(OCCOC(C)=O)c(Br)c1. Reaction SMILES: [C:14](=[O:15])([O-:16])[O-:17].[C:20]([CH3:21])(=[O:22])[O:23][CH2:24][CH2:25][Br:26].[CH3:1][O:2][C:3]([c:4]1[cH:5][c:6]([Br:12])[c:7]([OH:11])[c:8]([F:10])[cH:9]1)=[O:13].[K+:18].[K+:19].[O:27]=[CH:28][N:29]([CH3:30])[CH3:31]>>[CH3:1][O:2][C:3]([c:4]1[cH:5][c:6]([Br:12])[c:7]([O:11][CH2:25][CH2:24][O:23][C:20]([CH3:21])=[O:22])[c:8]([F:10])[cH:9]1)=[O:13]. The reactants are IC1=CC=C(CN2CCC(CC2)C(C)(C)O)C=C1 (2-[1-(4-iodobenzyl)piperidin-4-yl]propan-2-ol), ClC1=CC=C(C=C1)C1=CC=C(C=C1)NC(C#C)=O (propynoic acid-(4′-chlorobiphenyl-4-yl)amide), ClCCl.CO.N (dichloromethane methanol ammonia). Yields the product ClC1=CC=C(C=C1)C1=CC=C(C=C1)NC(C#CC1=CC=C(C=C1)CN1CCC(CC1)C(C)(C)O)=O (3-{4-[4-(1-hydroxy-1-methylethyl)piperidin-1-ylmethyl]phenyl}propynoic acid-(4′-chlorobiphenyl-4-yl)amide). Reaction SMILES: I[C:2]1[CH:18]=[CH:17][C:5]([CH2:6][N:7]2[CH2:12][CH2:11][CH:10]([C:13]([OH:16])([CH3:15])[CH3:14])[CH2:9][CH2:8]2)=[CH:4][CH:3]=1.[Cl:19][C:20]1[CH:25]=[CH:24][C:23]([C:26]2[CH:31]=[CH:30][C:29]([NH:32][C:33](=[O:36])[C:34]#[CH:35])=[CH:28][CH:27]=2)=[CH:22][CH:21]=1.ClCCl.CO.N>>[Cl:19][C:20]1[CH:21]=[CH:22][C:23]([C:26]2[CH:31]=[CH:30][C:29]([NH:32][C:33](=[O:36])[C:34]#[C:35][C:2]3[CH:18]=[CH:17][C:5]([CH2:6][N:7]4[CH2:12][CH2:11][CH:10]([C:13]([OH:16])([CH3:15])[CH3:14])[CH2:9][CH2:8]4)=[CH:4][CH:3]=3)=[CH:28][CH:27]=2)=[CH:24][CH:25]=1 |f:2.3.4|. Procedure: Prepared analogously to Example 1.1.d. from 2-[1-(4-iodobenzyl)piperidin-4-yl]propan-2-ol and propynoic acid-(4′-chlorobiphenyl-4-yl)amide. Yield: 45 mg (30% of theory); melting point: 194-195° C.; C30H31ClN2O2 (M=487.04); calc.: molecular ion peak (M+H)+: 487/489; found: molecular ion peak (M+H)+: 487/489; Rf value: 0.3 (silica gel, dichloromethane/methanol/ammonia (10:1:0.1)). Reactants: ClC=1C=C(C=CC1Cl)[C@]1(CCN(CCO1)C(=O)OC(C)(C)C)CO (tert-butyl (7R)-7-(3,4-dichlorophenyl)-7-(hydroxymethyl)-1,4-oxazepane-4-carboxylate), BrCCO[Si](C)(C)C(C)(C)C ((2-bromoethoxy)(tert-butyl)dimethylsilane). The product is Cl.ClC=1C=C(C=CC1Cl)[C@]1(CCNCCO1)COCCO (2-{[(7R)-7-(3,4-dichlorophenyl)-1,4-oxazepan-7-yl]methoxy}ethanol monohydrochloride). As a reaction SMILES: [Cl:1][C:2]1[CH:3]=[C:4]([C@:9]2([CH2:23][OH:24])[O:15][CH2:14][CH2:13][N:12](C(OC(C)(C)C)=O)[CH2:11][CH2:10]2)[CH:5]=[CH:6][C:7]=1[Cl:8].Br[CH2:26][CH2:27][O:28][Si](C(C)(C)C)(C)C>>[ClH:1].[Cl:1][C:2]1[CH:3]=[C:4]([C@:9]2([CH2:23][O:24][CH2:26][CH2:27][OH:28])[O:15][CH2:14][CH2:13][NH:12][CH2:11][CH2:10]2)[CH:5]=[CH:6][C:7]=1[Cl:8] |f:2.3|. Procedure details: Using tert-butyl (7R)-7-(3,4-dichlorophenyl)-7-(hydroxymethyl)-1,4-oxazepane-4-carboxylate and (2-bromoethoxy)(tert-butyl)dimethylsilane, and by a method similar to that of Example 363, step B and Example 39, step B, the title compound was obtained. Starting materials: Cl (hydrochloric acid), BrC=1C=C(C=O)C=CC1 (3-bromobenzaldehyde), C(CC(=O)O)(=O)O (malonic acid), O (water). The solvent is N1=CC=CC=C1 (pyridine). Reaction conditions: time 48 hour. The product is BrC=1C=C(C=CC1)/C=C/C(=O)O (Trans-3-(3-bromophenyl)-2-propenoic acid). Reaction SMILES: [Br:1][C:2]1[CH:3]=[C:4]([CH:7]=[CH:8][CH:9]=1)[CH:5]=O.C(O)(=O)[CH2:11][C:12]([OH:14])=[O:13].O.Cl>N1C=CC=CC=1>[Br:1][C:2]1[CH:3]=[C:4](/[CH:5]=[CH:11]/[C:12]([OH:14])=[O:13])[CH:7]=[CH:8][CH:9]=1. Procedure details: A magnetically stirred solution of 3-bromobenzaldehyde (86.5 g, 0.468 mol) and malonic acid (107 g, 1.03 mol) in pyridine (200 ml) was treated with peiperidine (4.0 ml, 40.45 mmol) and heated at ~90° C. for 90 min then under reflux for 30 min. The cooled mixture was poured onto ice (200 g) and water (300 ml) then acidified to ph=1 with conc. hydrochloric acid. Filtration afforded a white solid which was washed with water (4×200 ml), dried by suction and placed in an oven at 70° C. for 48 h until... Reactants: Clc1cccc(Cl)c1-c1noc(C2CC2)c1CBr, CC(C)(C)O, CCOC(=O)c1ccc(N2CCCC(O)CC2)cc1, [K], C1COCCOCCOCCOCCOCCO1, C1CCOC1. Product: CCOC(=O)c1ccc(N2CCCC(OCc3c(-c4c(Cl)cccc4Cl)noc3C3CC3)CC2)cc1. Reaction SMILES: [Br:39][CH2:40][c:41]1[c:42](-[c:49]2[c:50]([Cl:56])[cH:51][cH:52][cH:53][c:54]2[Cl:55])[n:43][o:44][c:45]1[CH:46]1[CH2:47][CH2:48]1.[C:57]([OH:58])([CH3:59])([CH3:60])[CH3:61].[CH2:1]([CH3:2])[O:3][C:4]([c:5]1[cH:6][cH:7][c:8]([N:11]2[CH2:12][CH2:13][CH:14]([OH:18])[CH2:15][CH2:16][CH2:17]2)[cH:9][cH:10]1)=[O:19].[K:38].[O:20]1[CH2:21][CH2:22][O:23][CH2:24][CH2:25][O:26][CH2:27][CH2:28][O:29][CH2:30][CH2:31][O:32][CH2:33][CH2:34][O:35][CH2:36][CH2:37]1.[O:62]1[CH2:63][CH2:64][CH2:65][CH2:66]1>>[CH2:1]([CH3:2])[O:3][C:4]([c:5]1[cH:6][cH:7][c:8]([N:11]2[CH2:12][CH2:13][CH:14]([O:18][CH2:40][c:41]3[c:42](-[c:49]4[c:50]([Cl:56])[cH:51][cH:52][cH:53][c:54]4[Cl:55])[n:43][o:44][c:45]3[CH:46]3[CH2:47][CH2:48]3)[CH2:15][CH2:16][CH2:17]2)[cH:9][cH:10]1)=[O:19].